This data is from the Open Reaction Database (ORD), a public repository of structured organic reaction records. The task is: describe an organic reaction: reactants, conditions, products, and yield Starting materials: CC(C)([O-])C.[K+] (potassium t-butoxide), ice, OC1=NC=C(C(=N1)C1=CN(C2=NC=C(C=C21)C(F)(F)F)S(=O)(=O)C2=CC=C(C)C=C2)C#N (2-hydroxy-4-(1-tosyl-5-(trifluoromethyl)-1H-pyrrolo[2,3-b]pyridin-3-yl)pyrimidine-5-carbonitrile), C(=O)(O)[O-].[Na+] (NaHCO3), C(C)OP(=O)(OCC)Cl (diethylchlorophosphate). Solvent: ice, C1CCOC1 (THF), C1CCOC1 (THF). Conditions: temperature 0 celsius, time 2 hour. Product: P(=O)(OC1=NC=C(C(=N1)C1=CN(C2=NC=C(C=C21)C(F)(F)F)S(=O)(=O)C2=CC=C(C)C=C2)C#N)(OCC)OCC (5-cyano-4-(1-tosyl-5-(trifluoromethyl)-1H-pyrrolo[2,3-b]pyridin-3-yl)pyrimidin-2-yl diethyl phosphate). Yield: 58.4%. Reaction SMILES: [OH:1][C:2]1[N:7]=[C:6]([C:8]2[C:16]3[C:11](=[N:12][CH:13]=[C:14]([C:17]([F:20])([F:19])[F:18])[CH:15]=3)[N:10]([S:21]([C:24]3[CH:30]=[CH:29][C:27]([CH3:28])=[CH:26][CH:25]=3)(=[O:23])=[O:22])[CH:9]=2)[C:5]([C:31]#[N:32])=[CH:4][N:3]=1.CC(C)([O-])C.[K+].[CH2:39]([O:41][P:42](Cl)([O:44][CH2:45][CH3:46])=[O:43])[CH3:40].C([O-])(O)=O.[Na+]>C1COCC1>[P:42]([O:44][CH2:45][CH3:46])([O:41][CH2:39][CH3:40])([O:1][C:2]1[N:7]=[C:6]([C:8]2[C:16]3[C:11](=[N:12][CH:13]=[C:14]([C:17]([F:18])([F:20])[F:19])[CH:15]=3)[N:10]([S:21]([C:24]3[CH:30]=[CH:29][C:27]([CH3:28])=[CH:26][CH:25]=3)(=[O:23])=[O:22])[CH:9]=2)[C:5]([C:31]#[N:32])=[CH:4][N:3]=1)=[O:43] |f:1.2,4.5|. Procedure: 2-hydroxy-4-(1-tosyl-5-(trifluoromethyl)-1H-pyrrolo[2,3-b]pyridin-3-yl)pyrimidine-5-carbonitrile (87% pure, 1.23 g, 2.329 mmol) in dry THF (24.60 mL) was stirred at −25° C. and treated with potassium t-butoxide (2.795 mL of 1.0 M, 2.795 mmol) in THF. The reaction mixture was warmed up to 0° C. for 20 minutes, cooled to −50° C. and treated with diethylchlorophosphate (482.3 mg, 403.9 μL, 2.795 mmol). The reaction mixture was stirred at −40° C. for 20 minutes and at room temperature for 2 hours. T... The reactants are C(#N)C=1C=NC2=CC(=CC=C2C1)N1C(CN(CC1)C(=O)OC(C)(C)C)=O (tert-Butyl 4-(3-cyanoquinolin-7-yl)-3-oxopiperazine-1-carboxylate), C(=O)(C(F)(F)F)O (TFA). Yields the product O=C1N(CCNC1)C1=CC=C2C=C(C=NC2=C1)C#N (7-(2-oxopiperazin-1-yl)quinoline-3-carbonitrile). RXN SMILES: [C:1]([C:3]1[CH:4]=[N:5][C:6]2[C:11]([CH:12]=1)=[CH:10][CH:9]=[C:8]([N:13]1[CH2:18][CH2:17][N:16](C(OC(C)(C)C)=O)[CH2:15][C:14]1=[O:26])[CH:7]=2)#[N:2].C(O)(C(F)(F)F)=O>>[O:26]=[C:14]1[CH2:15][NH:16][CH2:17][CH2:18][N:13]1[C:8]1[CH:7]=[C:6]2[C:11]([CH:12]=[C:3]([C:1]#[N:2])[CH:4]=[N:5]2)=[CH:10][CH:9]=1. Procedure: tert-Butyl 4-(3-cyanoquinolin-7-yl)-3-oxopiperazine-1-carboxylate was treated with TFA (2 mL) for 20 minutes at RT. The TFA was removed under vacuum, and the residue was dissolved in aqueous sodium carbonate, extracted with DCM, dried over sodium sulfate, and concentrated to deliver the free base of 7-(2-oxopiperazin-1-yl)quinoline-3-carbonitrile. LC-MS (IE, m/z): 253 [M+1]+. The reactants are C(C)(C)(C)OC(C(C)OC1=C(C=C(C=C1)C=1C=NC=2N(C1)C(=CN2)C2(CC2)C=2C=C1C=CC=NC1=CC2)F)=O (tert-Butyl-2-{2-fluoro-4-[3-(1-quinolin-6-ylcyclopropyl)imidazo[1,2-a]pyrimidin-6-yl]phenoxy}propanoate). The solvent is C(Cl)Cl (methylene chloride), FC(C(=O)O)(F)F (trifluoroacetic acid). Run at time 2 hour. Yields the product FC1=C(OC(C(=O)O)C)C=CC(=C1)C=1C=NC=2N(C1)C(=CN2)C2(CC2)C=2C=C1C=CC=NC1=CC2 (2-{2-fluoro-4-[3-(1-quinolin-6-ylcyclopropyl)imidazo[1,2-a]pyrimidin-6-yl]phenoxy}propanoic acid). Reaction SMILES: C([O:5][C:6](=[O:39])[CH:7]([O:9][C:10]1[CH:15]=[CH:14][C:13]([C:16]2[CH:17]=[N:18][C:19]3[N:20]([C:22]([C:25]4([C:28]5[CH:29]=[C:30]6[C:35](=[CH:36][CH:37]=5)[N:34]=[CH:33][CH:32]=[CH:31]6)[CH2:27][CH2:26]4)=[CH:23][N:24]=3)[CH:21]=2)=[CH:12][C:11]=1[F:38])[CH3:8])(C)(C)C>C(Cl)Cl.FC(F)(F)C(O)=O>[F:38][C:11]1[CH:12]=[C:13]([C:16]2[CH:17]=[N:18][C:19]3[N:20]([C:22]([C:25]4([C:28]5[CH:29]=[C:30]6[C:35](=[CH:36][CH:37]=5)[N:34]=[CH:33][CH:32]=[CH:31]6)[CH2:27][CH2:26]4)=[CH:23][N:24]=3)[CH:21]=2)[CH:14]=[CH:15][C:10]=1[O:9][CH:7]([CH3:8])[C:6]([OH:39])=[O:5]. Reported procedure: tert-Butyl-2-{2-fluoro-4-[3-(1-quinolin-6-ylcyclopropyl)imidazo[1,2-a]pyrimidin-6-yl]phenoxy}propanoate (100 mg, 0.2 mmol) was dissolved in a mixed solvent of methylene chloride (5.0 mL) and trifluoroacetic acid (5.0 mL). The solution was stirred at RT for 2 h. The volatiles were evaporated under reduced pressure. The residue was co-evaporated with toluene three times, and was directly used in next step. LCMS: (M+H)=469. 1.